From a dataset of the Open Reaction Database (ORD), a public repository of structured organic reaction records. describe an organic reaction: reactants, conditions, products, and yield The reactants are Nc1ccccc1SC(c1ccccc1)C(NC(=O)OCc1ccccc1)C(=O)O, CN(C)C=O, C(=NC1CCCCC1)=NC1CCCCC1. The product is O=C(NC1C(=O)Nc2ccccc2SC1c1ccccc1)OCc1ccccc1. RXN SMILES: [CH2:1]([c:2]1[cH:3][cH:4][cH:5][cH:6][cH:7]1)[O:8][C:9](=[O:10])[NH:11][CH:12]([CH:13]([S:14][c:15]1[c:16]([NH2:21])[cH:17][cH:18][cH:19][cH:20]1)[c:22]1[cH:23][cH:24][cH:25][cH:26][cH:27]1)[C:28](=[O:29])[OH:30].[CH3:46][N:47]([CH3:48])[CH:49]=[O:50].[CH:31]1([N:32]=[C:33]=[N:34][CH:35]2[CH2:36][CH2:37][CH2:38][CH2:39][CH2:40]2)[CH2:41][CH2:42][CH2:43][CH2:44][CH2:45]1>>[CH2:1]([c:2]1[cH:3][cH:4][cH:5][cH:6][cH:7]1)[O:8][C:9](=[O:10])[NH:11][CH:12]1[CH:13]([c:22]2[cH:23][cH:24][cH:25][cH:26][cH:27]2)[S:14][c:15]2[c:16]([cH:17][cH:18][cH:19][cH:20]2)[NH:21][C:28]1=[O:30].